Dataset: the Open Reaction Database (ORD), a public repository of structured organic reaction records. Task: describe an organic reaction: reactants, conditions, products, and yield Starting materials: CCOCCn1cc(C2CCN(C(=O)OCC)CC2)c2ccccc21, CC(C)O, [K+], [OH-]. Product: CCOCCn1cc(C2CCNCC2)c2ccccc21. Reaction SMILES: [CH2:1]([O:2][C:3](=[O:4])[N:6]1[CH2:7][CH2:8][CH:9]([c:12]2[cH:13][n:14]([CH2:21][CH2:22][O:23][CH2:24][CH3:25])[c:15]3[cH:16][cH:17][cH:18][cH:19][c:20]23)[CH2:10][CH2:11]1)[CH3:5].[CH:28]([OH:29])([CH3:30])[CH3:31].[K+:27].[OH-:26]>>[NH:6]1[CH2:7][CH2:8][CH:9]([c:12]2[cH:13][n:14]([CH2:21][CH2:22][O:23][CH2:24][CH3:25])[c:15]3[cH:16][cH:17][cH:18][cH:19][c:20]23)[CH2:10][CH2:11]1. Starting materials: N#Cc1cc(N)ccc1N1CCCCC1, O=C(O)c1cc2ccccc2s1. The product is N#Cc1cc(NC(=O)c2cc3ccccc3s2)ccc1N1CCCCC1. RXN SMILES: [NH2:13][c:14]1[cH:15][cH:16][c:17]([N:22]2[CH2:23][CH2:24][CH2:25][CH2:26][CH2:27]2)[c:18]([C:19]#[N:20])[cH:21]1.[s:1]1[c:2]2[c:3]([cH:4][c:5]1[C:6](=[O:7])[OH:8])[cH:9][cH:10][cH:11][cH:12]2>>[s:1]1[c:2]2[c:3]([cH:4][c:5]1[C:6](=[O:8])[NH:13][c:14]1[cH:15][cH:16][c:17]([N:22]3[CH2:23][CH2:24][CH2:25][CH2:26][CH2:27]3)[c:18]([C:19]#[N:20])[cH:21]1)[cH:9][cH:10][cH:11][cH:12]2. The reactants are OC=1C=C2C=CC(=CC2=CC1)C(=O)O (6-hydroxy-2-naphtoic acid), N1CCSCC1 (thiomorpholine). The product is OC=1C=C2C=CC(=CC2=CC1)C(=O)N1CCSCC1 ((6-Hydroxy-naphthalen-2-yl)-thiomorpholin-4-yl-methanone). As a reaction SMILES: [OH:1][C:2]1[CH:3]=[C:4]2[C:9](=[CH:10][CH:11]=1)[CH:8]=[C:7]([C:12]([OH:14])=O)[CH:6]=[CH:5]2.[NH:15]1[CH2:20][CH2:19][S:18][CH2:17][CH2:16]1>>[OH:1][C:2]1[CH:3]=[C:4]2[C:9](=[CH:10][CH:11]=1)[CH:8]=[C:7]([C:12]([N:15]1[CH2:20][CH2:19][S:18][CH2:17][CH2:16]1)=[O:14])[CH:6]=[CH:5]2. Procedure: The title compound was synthesised from 6-hydroxy-2-naphtoic acid (commercially available) and thiomorpholine (commercially available) according to the procedure described for Example A. MS (m/e): 272.0 (MH−, 100%) The reactants are NC1=C(C=C(C(=O)N2CCN(CC2)CC=2C=C(C(=O)NC(C)(C)C)C=CC2)C=C1)F (3-((4-(4-Amino-3-fluorobenzoyl)piperazin-1-yl)methyl)-N-tert-butylbenzamide), FC(C=1C=CC(=NC1)N)(F)F (5-(Trifluoromethyl)pyridin-2-amine), C(C)N(C(C)C)C(C)C (N-ethyl-N-isopropylpropan-2-amine), C(OC(Cl)(Cl)Cl)(OC(Cl)(Cl)Cl)=O (bis(trichloromethyl) carbonate). Run in ClCCl (dichloromethane). Conditions: time 3 hour. Yields the product C(C)(C)(C)NC(C1=CC(=CC=C1)CN1CCN(CC1)C(C1=CC(=C(C=C1)NC(=O)NC1=NC=C(C=C1)C(F)(F)F)F)=O)=O (N-tert-Butyl-3-((4-(3-fluoro-4-(3-(5-(trifluoromethyl)pyridin-2-yl)ureido)benzoyl)piperazin-1-yl)methyl)benzamide). Isolated yield 52.0%. Reaction SMILES: [F:1][C:2]([F:11])([F:10])[C:3]1[CH:4]=[CH:5][C:6]([NH2:9])=[N:7][CH:8]=1.C(N(C(C)C)C(C)C)C.[C:21](=O)(OC(Cl)(Cl)Cl)[O:22]C(Cl)(Cl)Cl.[NH2:33][C:34]1[CH:61]=[CH:60][C:37]([C:38]([N:40]2[CH2:45][CH2:44][N:43]([CH2:46][C:47]3[CH:48]=[C:49]([CH:57]=[CH:58][CH:59]=3)[C:50]([NH:52][C:53]([CH3:56])([CH3:55])[CH3:54])=[O:51])[CH2:42][CH2:41]2)=[O:39])=[CH:36][C:35]=1[F:62]>ClCCl>[C:53]([NH:52][C:50](=[O:51])[C:49]1[CH:57]=[CH:58][CH:59]=[C:47]([CH2:46][N:43]2[CH2:44][CH2:45][N:40]([C:38](=[O:39])[C:37]3[CH:60]=[CH:61][C:34]([NH:33][C:21]([NH:9][C:6]4[CH:5]=[CH:4][C:3]([C:2]([F:1])([F:10])[F:11])=[CH:8][N:7]=4)=[O:22])=[C:35]([F:62])[CH:36]=3)[CH2:41][CH2:42]2)[CH:48]=1)([CH3:56])([CH3:55])[CH3:54]. Procedure: 5-(Trifluoromethyl)pyridin-2-amine (0.485 mmol, 0.079 g) and N-ethyl-N-isopropylpropan-2-amine (0.727 mmol, 0.120 mL, 0.094 g) were added to a stirred solution of bis(trichloromethyl) carbonate (0.160 mmol, 0.047 g) in dichloromethane (10 mL). The reaction was stirred for 3 hours at room temperature. 3-((4-(4-Amino-3-fluorobenzoyl)piperazin-1-yl)methyl)-N-tert-butylbenzamide (0.242 mmol, 0.1 g) was added and the reaction stirred for 30 minutes. The reaction was heated in the microwave at 120° C.... Starting materials: CO, COC(=O)C(C)(C)c1cc(C(F)(F)F)cc(C(F)(F)F)c1, [Li+], C1CCOC1, [OH-], O, O. Yields the product CC(C)(C(=O)O)c1cc(C(F)(F)F)cc(C(F)(F)F)c1. Reaction SMILES: [CH3:25][OH:26].[CH3:4][C:5]([C:6](=[O:7])[O:8][CH3:9])([c:10]1[cH:11][c:12]([C:20]([F:21])([F:22])[F:23])[cH:13][c:14]([C:16]([F:17])([F:18])[F:19])[cH:15]1)[CH3:24].[Li+:3].[O:28]1[CH2:29][CH2:30][CH2:31][CH2:32]1.[OH-:2].[OH2:1].[OH2:27]>>[CH3:4][C:5]([C:6](=[O:7])[OH:8])([c:10]1[cH:11][c:12]([C:20]([F:21])([F:22])[F:23])[cH:13][c:14]([C:16]([F:17])([F:18])[F:19])[cH:15]1)[CH3:24].